Dataset: the Open Reaction Database (ORD), a public repository of structured organic reaction records. Task: describe an organic reaction: reactants, conditions, products, and yield Reactants: ClC1=CC(=C(OCC(=O)OC(C)(C)C)C=C1)C=1C=NC(=NC1)S(=O)(=O)CCC (tert-Butyl {4-chloro-2-[2-(propylsulfonyl)pyrimidin-5-yl]phenoxy}acetate), C(C1=CC=CC=C1)N (benzylamine). Product: C(C1=CC=CC=C1)NC1=NC=C(C=N1)C1=C(OCC(=O)O)C=CC(=C1)Cl ({2-[2-(Benzylamino)pyrimidin-5-yl]-4-chlorophenoxy}acetic acid). Reaction SMILES: [Cl:1][C:2]1[CH:16]=[CH:15][C:5]([O:6][CH2:7][C:8]([O:10]C(C)(C)C)=[O:9])=[C:4]([C:17]2[CH:18]=[N:19][C:20](S(CCC)(=O)=O)=[N:21][CH:22]=2)[CH:3]=1.[CH2:29]([NH2:36])[C:30]1[CH:35]=[CH:34][CH:33]=[CH:32][CH:31]=1>>[CH2:29]([NH:36][C:20]1[N:21]=[CH:22][C:17]([C:4]2[CH:3]=[C:2]([Cl:1])[CH:16]=[CH:15][C:5]=2[O:6][CH2:7][C:8]([OH:10])=[O:9])=[CH:18][N:19]=1)[C:30]1[CH:35]=[CH:34][CH:33]=[CH:32][CH:31]=1. Reported procedure: The title compound was prepared from the product of example 20 step (iv) and benzylamine by the method of example 20 step (v). The reactants are FC=1C=NC=CC1CCCNN1C=CC2=CC(=CC=C12)O (1-[(3-fluoro-4-pyridinyl)propylamino]-1H-indol-5-ol), C([O-])([O-])=O.[K+].[K+] (potassium carbonate), CN=C=O (methyl isocyanate). The solvent is C1CCOC1 (THF). Reaction conditions: time 3 hour. The product is CNC(OC=1C=C2C=CN(C2=CC1)NCCCC1=C(C=NC=C1)F)=O (1-[(3-Fluoro-4-pyridinyl)propylamino]-1H-indol-5-yl methylcarbamate). As a reaction SMILES: [F:1][C:2]1[CH:3]=[N:4][CH:5]=[CH:6][C:7]=1[CH2:8][CH2:9][CH2:10][NH:11][N:12]1[C:20]2[C:15](=[CH:16][C:17]([OH:21])=[CH:18][CH:19]=2)[CH:14]=[CH:13]1.C(=O)([O-])[O-].[K+].[K+].[CH3:28][N:29]=[C:30]=[O:31]>C1COCC1>[CH3:28][NH:29][C:30](=[O:31])[O:21][C:17]1[CH:16]=[C:15]2[C:20](=[CH:19][CH:18]=1)[N:12]([NH:11][CH2:10][CH2:9][CH2:8][C:7]1[CH:6]=[CH:5][N:4]=[CH:3][C:2]=1[F:1])[CH:13]=[CH:14]2 |f:1.2.3|. Procedure: To a solution of 1-[(3-fluoro-4-pyridinyl)propylamino]-1H-indol-5-ol (2.5 g) in 50 ml THF was added potassium carbonate (1.2 g), followed by methyl isocyanate (0.53 ml). After stirring at ambient temperature for three hours, the mixture was filtered, and the filtrate was concentrated to give a solid, 3.0 g, m.p. 165°-166° C. This material was eluted on a silica gel column with ethyl acetate/dichloromethane (1:1) via HPLC. The desired fractions were combined and concentrated to give a solid, 2.7 ...